Dataset: the Open Reaction Database (ORD), a public repository of structured organic reaction records. Task: describe an organic reaction: reactants, conditions, products, and yield Starting materials: C(C)NC=1C(=NC=CC1)N1CCN(CC1)C(=O)C1=NC=C(C(=O)O)C=C1 (6-[1-[3-(ethylamino)-2-pyridyl]piperazin-4-yl-carbonyl]nicotinic acid), C1(CCCC1)N (cyclopentylamine). The product is C1(CCCC1)NC(=O)C=1C=CC(=NC1)C(=O)N1CCN(CC1)C1=NC=CC=C1NCC (5-(N-cyclopentylcarbamoyl)-2-[1-[3-(ethylamino)-2-pyridyl]piperazin-4-yl-carbonyl]pyridine). Isolated yield 76.0%. Reaction SMILES: [CH2:1]([NH:3][C:4]1[C:5]([N:10]2[CH2:15][CH2:14][N:13]([C:16]([C:18]3[CH:26]=[CH:25][C:21]([C:22]([OH:24])=O)=[CH:20][N:19]=3)=[O:17])[CH2:12][CH2:11]2)=[N:6][CH:7]=[CH:8][CH:9]=1)[CH3:2].[CH:27]1([NH2:32])[CH2:31][CH2:30][CH2:29][CH2:28]1>>[CH:27]1([NH:32][C:22]([C:21]2[CH:25]=[CH:26][C:18]([C:16]([N:13]3[CH2:14][CH2:15][N:10]([C:5]4[C:4]([NH:3][CH2:1][CH3:2])=[CH:9][CH:8]=[CH:7][N:6]=4)[CH2:11][CH2:12]3)=[O:17])=[N:19][CH:20]=2)=[O:24])[CH2:31][CH2:30][CH2:29][CH2:28]1. Procedure: By the same procedure as described in the example 24, the synthesis was carried out starting with 6-[1-[3-(ethylamino)-2-pyridyl]piperazin-4-yl-carbonyl]nicotinic acid and using cyclopentylamine. And then, the product was recrystallized with isopropanol and ether to give a desired compound. The reactants are COC(CC1=C(C(=CC=C1)[N+](=O)[O-])[N+](=O)[O-])OC (1-(2,2-Dimethoxy-ethyl)-2,3-dinitro-benzene). The reagents and catalysts are [Pd] (Pd/C). Solvent: CO (MeOH). Reaction conditions: time 14 hour. The product is COC(CC1=C(C(=CC=C1)N)N)OC (3-(2,2-dimethoxy-ethyl)-benzene-1,2-diamine). Yield: 73.7%. As a reaction SMILES: [CH3:1][O:2][CH:3]([O:17][CH3:18])[CH2:4][C:5]1[CH:10]=[CH:9][CH:8]=[C:7]([N+:11]([O-])=O)[C:6]=1[N+:14]([O-])=O>CO.[Pd]>[CH3:18][O:17][CH:3]([O:2][CH3:1])[CH2:4][C:5]1[CH:10]=[CH:9][CH:8]=[C:7]([NH2:11])[C:6]=1[NH2:14]. Procedure details: 1-(2,2-Dimethoxy-ethyl)-2,3-dinitro-benzene (1.85 g, 7.19 mmol) was dissolved in 20 mL of MeOH and 90 mg of 10% by weight Pd/C was added. This mixture was stirred under 1 atmosphere of H2 for 14 hours at room temperature. The mixture was filtered over celite and purified by chromatography to afford 3-(2,2-dimethoxy-ethyl)-benzene-1,2-diamine (1.04 g, 73%). 1H NMR (CDCl3) δ 2.87 (2H, d, J=5.3 Hz), 3.37 (6H, s), 4.50 (1H, t, J=5.3 Hz), 7.60 (6.62-6.66, m, 3H). The reactants are Cc1ccc(O)cc1C, Oc1ccc2c(c1)OCC2, O=C1C(=O)N(C(c2ccccc2)c2ccccc2)c2cc(F)ccc21, O=C1C(=O)N(C(c2ccccc2)c2ccccc2)c2ccccc21. Product: O=C1N(C(c2ccccc2)c2ccccc2)c2cc(F)ccc2C1(O)c1cc2c(cc1O)OCC2. As a reaction SMILES: [CH3:11][c:12]1[c:13]([CH3:14])[cH:15][c:16]([OH:17])[cH:18][cH:19]1.[O:1]1[CH2:2][CH2:3][c:4]2[c:5]1[cH:6][c:7]([OH:10])[cH:8][cH:9]2.[c:20]1([CH:26]([N:27]2[C:28](=[O:38])[C:29](=[O:37])[c:30]3[cH:31][cH:32][c:33]([F:36])[cH:34][c:35]32)[c:39]2[cH:40][cH:41][cH:42][cH:43][cH:44]2)[cH:21][cH:22][cH:23][cH:24][cH:25]1.[c:45]1([CH:46]([c:47]2[cH:48][cH:49][cH:50][cH:51][cH:52]2)[N:53]2[c:54]3[c:55]([cH:56][cH:57][cH:58][cH:59]3)[C:60](=[O:61])[C:62]2=[O:63])[cH:64][cH:65][cH:66][cH:67][cH:68]1>>[O:1]1[CH2:2][CH2:3][c:4]2[c:5]1[cH:6][c:7]([OH:10])[c:8]([C:29]1([OH:37])[C:28](=[O:38])[N:27]([CH:26]([c:20]3[cH:21][cH:22][cH:23][cH:24][cH:25]3)[c:39]3[cH:40][cH:41][cH:42][cH:43][cH:44]3)[c:35]3[c:30]1[cH:31][cH:32][c:33]([F:36])[cH:34]3)[cH:9]2. As a reaction SMILES: P(Br)(Br)[Br:2].[CH:5]1[C:14]2[C:9](=[CH:10][CH:11]=[CH:12][CH:13]=2)[CH:8]=[CH:7][C:6]=1[CH2:15][CH2:16]O.N1C=CC=CC=1.O>C(Cl)(Cl)Cl>[Br:2][CH2:16][CH2:15][C:6]1[CH:7]=[CH:8][C:9]2[C:14](=[CH:13][CH:12]=[CH:11][CH:10]=2)[CH:5]=1. Starting materials: P(Br)(Br)Br (phosphorus tribromide), C1=C(C=CC2=CC=CC=C12)CCO (2-naphthalene-ethanol), O (water), N1=CC=CC=C1 (pyridine). The solvent is C(Cl)(Cl)Cl (chloroform), C(Cl)(Cl)Cl (chloroform). Reported procedure: A solution of phosphorus tribromide (3.52 g, 0.013 mol) in chloroform (6.25 ml) was added dropwise at -10° to a stirred solution of 2-naphthalene-ethanol (4.3 g, 0.025 mol) in chloroform (20 ml), containing dry pyridine (0.13 ml, 0.0016 mol). Following the addition, the mixture was stirred at -10° for 2 h, and was then stood at ambient temperature overnight. Next day, the reaction mixture was poured into water (62.5 ml) and the organic layer was separated. The aqueous solution was then extracted... Conditions: time 2 hour. Product: BrCCC1=CC2=CC=CC=C2C=C1 (2-(2-bromoethyl)naphthalene). Reaction conditions: time 1 hour. Reported procedure: To a solution of 4-(3-chloropropyl)-7-methoxy-3,4-dihydro-2H-1,5-benzoxathiepin-3-one (0.8 g) in tetrahydrofuran (2 ml) and methanol (10 ml) is added sodium borohydride (0.1 g) under ice-cooling. The reaction mixture is stirred for another one hour and evaporated in vacuo. The residue is mixed with ethyl acetate and water. The orgonic layer is separated, washed with water, dried over anhydrous sodium sulfate and evaporated to dryness in vacuo. The residue is submited to column chromatography on ... Run in O1CCCC1 (tetrahydrofuran), CO (methanol). The product is ClCCCC1C(COC2=C(S1)C=C(C=C2)OC)O (4-(3-chloropropyl)-7-methoxy-3,4-dihydro-2H-1,5-benzoxathiepin-3-ol). The yield is 84.4%. Starting materials: ClCCCC1C(COC2=C(S1)C=C(C=C2)OC)=O (4-(3-chloropropyl)-7-methoxy-3,4-dihydro-2H-1,5-benzoxathiepin-3-one), [BH4-].[Na+] (sodium borohydride). RXN SMILES: [Cl:1][CH2:2][CH2:3][CH2:4][CH:5]1[S:11][C:10]2[CH:12]=[C:13]([O:16][CH3:17])[CH:14]=[CH:15][C:9]=2[O:8][CH2:7][C:6]1=[O:18].[BH4-].[Na+]>O1CCCC1.CO>[Cl:1][CH2:2][CH2:3][CH2:4][CH:5]1[S:11][C:10]2[CH:12]=[C:13]([O:16][CH3:17])[CH:14]=[CH:15][C:9]=2[O:8][CH2:7][CH:6]1[OH:18] |f:1.2|. Reactants: C(C)OC=1C=C2CCN(CC2=CC1S(=O)(=O)F)C(C(F)(F)F)=O (6-ethoxy-2-(2,2,2-trifluoro-ethanoyl)-1,2,3,4-tetrahydro-isoquinoline-7-sulfonyl fluoride), FC1=CC=C(C=C1)[Mg]Br (4-fluorophenylmagnesium bromide). Solvent: C1CCOC1 (THF). Run at time 8 hour. Product: C(C)OC=1C=C2CCNCC2=CC1S(=O)(=O)C1=CC=C(C=C1)F (6-Ethoxy-7-(4-fluoro-benzenesulfonyl)-1,2,3,4-tetrahydro-isoquinoline), solid. RXN SMILES: [CH2:1]([O:3][C:4]1[CH:5]=[C:6]2[C:11](=[CH:12][C:13]=1[S:14](F)(=[O:16])=[O:15])[CH2:10][N:9](C(=O)C(F)(F)F)[CH2:8][CH2:7]2)[CH3:2].[F:24][C:25]1[CH:30]=[CH:29][C:28]([Mg]Br)=[CH:27][CH:26]=1>C1COCC1>[CH2:1]([O:3][C:4]1[CH:5]=[C:6]2[C:11](=[CH:12][C:13]=1[S:14]([C:28]1[CH:29]=[CH:30][C:25]([F:24])=[CH:26][CH:27]=1)(=[O:15])=[O:16])[CH2:10][NH:9][CH2:8][CH2:7]2)[CH3:2]. Reported procedure: To an ice bath cooled solution of 6-ethoxy-2-(2,2,2-trifluoro-ethanoyl)-1,2,3,4-tetrahydro-isoquinoline-7-sulfonyl fluoride (1.30 g, 3.66 mmol) in THF (13 mL) was added dropwise 4-fluorophenylmagnesium bromide (18.3 mL, 18.3 mmol). The mixture was stirred at room temperature overnight before quenching with aqueous sodium potassium tartrate tetrahydrate (13 g). The aqueous was extracted twice with diethyl ether. The organics were combined, dried and evaporated to dryness. The resulting oil was pu... The reactants are COC1=CC=C2C(=NNC2=C1)N1C(C2=CC=CC=C2C1=O)=O (2-({6-methoxy}-1H-indazol-3-yl)-1H-isoindole-1,3(2H)-dione), Cl.N1=CC=CC=C1 (piridine hydrochloride), Cl (HCl). The solvent is C(C)(=O)OCC (ethyl acetate). Run at temperature 200 celsius. Yields the product OC1=CC=C2C(=NNC2=C1)N1C(C2=CC=CC=C2C1=O)=O (2-({6-hydroxy}-1H-indazol-3-yl)-1H-isoindole-1,3(2H)-dione). Isolated yield 69.0%. RXN SMILES: C[O:2][C:3]1[CH:11]=[C:10]2[C:6]([C:7]([N:12]3[C:20](=[O:21])[C:19]4[C:14](=[CH:15][CH:16]=[CH:17][CH:18]=4)[C:13]3=[O:22])=[N:8][NH:9]2)=[CH:5][CH:4]=1.Cl.N1C=CC=CC=1.Cl>C(OCC)(=O)C>[OH:2][C:3]1[CH:11]=[C:10]2[C:6]([C:7]([N:12]3[C:20](=[O:21])[C:19]4[C:14](=[CH:15][CH:16]=[CH:17][CH:18]=4)[C:13]3=[O:22])=[N:8][NH:9]2)=[CH:5][CH:4]=1 |f:1.2|. Reported procedure: A mixture of 24.2 g (82.5 mmol) of 2-({6-methoxy}-1H-indazol-3-yl)-1H-isoindole-1,3(2H)-dione and 73.4 g (0.635 mol) of piridine hydrochloride was heated at 200° C. for 4 hours. The resulting brown solution was cooled to 140° C. and slowly poured in a well stirred mixture of 250 ml of 0.2 N HCl and 350 ml of ethyl acetate. The organic layer was separated and the aqueous layer was salted (45 g of NaCl) and extracted twice with 350 ml of ethyl acetate. Organic extracts were dried over sodium sulfa... Starting materials: ClC(=O)OCC1=CC=CC=C1 (Benzyl chloroformate), BrC1=CC=C(CC(N)C(=O)O)C=C1 (4-bromo-dl-phenylalanine). Run in C(C)(=O)OCC (ethyl acetate). Product: C(C1=CC=CC=C1)OC(=O)NC(C(=O)O)CC1=CC=C(C=C1)Br (2-{[(benzyloxy)carbonyl]amino}-3-(4-bromophenyl)propanoic acid). RXN SMILES: Cl[C:2]([O:4][CH2:5][C:6]1[CH:11]=[CH:10][CH:9]=[CH:8][CH:7]=1)=[O:3].[Br:12][C:13]1[CH:24]=[CH:23][C:16]([CH2:17][CH:18]([C:20]([OH:22])=[O:21])[NH2:19])=[CH:15][CH:14]=1>C(OCC)(=O)C>[CH2:5]([O:4][C:2]([NH:19][CH:18]([CH2:17][C:16]1[CH:15]=[CH:14][C:13]([Br:12])=[CH:24][CH:23]=1)[C:20]([OH:22])=[O:21])=[O:3])[C:6]1[CH:11]=[CH:10][CH:9]=[CH:8][CH:7]=1. Reported procedure: Benzyl chloroformate (8.65 mL, 61.5 mmol) was added to a refluxing solution of 4-bromo-dl-phenylalanine (15 g, 61.5 mmol) in ethyl acetate (250 mL). After stirring at reflux overnight, the reaction mixture was cooled to ambient temperature, filtered through celite and concentrated in vacuo to afford 2-{[(benzyloxy)carbonyl]amino}-3-(4-bromophenyl)propanoic acid which was used in the subsequent step without further purification. Reactants: OCC(=C)[C@@H]1[C@H](C(N1)=O)[C@@H](C)OC(=O)OCC1=CC=CC=C1 ((3S,4S)-4-(1-hydroxymethylethenyl)-3-(1-(R)-benzyloxycarbonyloxyethyl)-2-azetidinone), O1C(CCCC1)OCC(=C)[C@@H]1[C@H](C(N1C1OCCCC1)=O)[C@@H](C)OC(=O)OCC1=CC=CC=C1 ((3S,4S)-4-(1-tetrahydropyranyloxymethylethenyl)-3-(1-(R)-benzyloxycarbonyloxyethyl)-1-tetrahydropyranyl-2-azetidinone), O1C(CCCC1)OCC(=C)[C@@H]1[C@H](C(N1C1OCCCC1)=O)[C@@H](C)OC(=O)OCC1=CC=CC=C1 ((3S,4S)-4-(1-tetrahydropyranyloxymethylethenyl)-3-(1-(R)-benzyloxycarbonyloxyethyl)-1-tetrahydropyranyl-2-azetidinone). Product: O1C(CCCC1)OCC(=C)[C@@H]1[C@H](C(N1)=O)[C@@H](C)OC(=O)OCC1=CC=CC=C1 ((3S,4S)-4-(1-tetrahydropyranyloxymethylethenyl)-3-(1-(R)-benzyloxycarbonyloxyethyl)-2-azetidinone). As a reaction SMILES: OCC([C@H]1NC(=O)[C@@H]1[C@H](OC(OCC1C=CC=CC=1)=O)C)=C.[O:23]1[CH2:28][CH2:27][CH2:26][CH2:25][CH:24]1[O:29][CH2:30][C:31]([C@H:33]1[N:36](C2CCCCO2)[C:35](=[O:43])[C@@H:34]1[C@H:44]([O:46][C:47]([O:49][CH2:50][C:51]1[CH:56]=[CH:55][CH:54]=[CH:53][CH:52]=1)=[O:48])[CH3:45])=[CH2:32]>>[O:23]1[CH2:28][CH2:27][CH2:26][CH2:25][CH:24]1[O:29][CH2:30][C:31]([C@H:33]1[NH:36][C:35](=[O:43])[C@@H:34]1[C@H:44]([O:46][C:47]([O:49][CH2:50][C:51]1[CH:56]=[CH:55][CH:54]=[CH:53][CH:52]=1)=[O:48])[CH3:45])=[CH2:32]. Reported procedure: Following the procedure as described in Example 15-(1) but replacing the starting material by (3S,4S)-4-(1-hydroxymethylethenyl)-3-(1-(R)-benzyloxycarbonyloxyethyl)-2-azetidinone, (3S,4S)-4-(1-tetrahydropyranyloxymethylethenyl)-3-(1-(R)-benzyloxycarbonyloxyethyl)-1-tetrahydropyranyl-2-azetidinone (Compound A) and (3S,4S)-4-(1-tetrahydropyranyloxymethylethenyl)-3-(1-(R)-benzyloxycarbonyloxyethyl)-2-azetidinone (Compound B) were obtained.